This data is from the Open Reaction Database (ORD), a public repository of structured organic reaction records. The task is: describe an organic reaction: reactants, conditions, products, and yield The reactants are ClCC1=NOC(=C1)C (3-(chloromethyl)-5-methylisoxazole), OC1=C(C=C(C=C1)NC1=NC=NC2=CC=CC(=C12)OCCN(C(C)=O)C)C (N-[2-({4-[(4-hydroxy-3-methylphenyl)amino]quinazolin-5-yl}oxy)ethyl]-N-methylacetamide). The product is CN(C(C)=O)CCOC1=C2C(=NC=NC2=CC=C1)NC1=CC(=C(C=C1)OCC1=NOC(=C1)C)C (N-Methyl-N-(2-{[4-({3-methyl-4-[(5-methylisoxazol-3-yl)methoxy]phenyl}amino) quinazolin-5-yl]oxy}ethyl)acetamide). Isolated yield 14.0%. Reaction SMILES: Cl[CH2:2][C:3]1[CH:7]=[C:6]([CH3:8])[O:5][N:4]=1.[OH:9][C:10]1[CH:15]=[CH:14][C:13]([NH:16][C:17]2[C:26]3[C:21](=[CH:22][CH:23]=[CH:24][C:25]=3[O:27][CH2:28][CH2:29][N:30]([CH3:34])[C:31](=[O:33])[CH3:32])[N:20]=[CH:19][N:18]=2)=[CH:12][C:11]=1[CH3:35]>>[CH3:34][N:30]([CH2:29][CH2:28][O:27][C:25]1[CH:24]=[CH:23][CH:22]=[C:21]2[C:26]=1[C:17]([NH:16][C:13]1[CH:14]=[CH:15][C:10]([O:9][CH2:2][C:3]3[CH:7]=[C:6]([CH3:8])[O:5][N:4]=3)=[C:11]([CH3:35])[CH:12]=1)=[N:18][CH:19]=[N:20]2)[C:31](=[O:33])[CH3:32]. Procedure details: The procedure described in Example 3 was repeated using 3-(chloromethyl)-5-methylisoxazole and N-[2-({4-[(4-hydroxy-3-methylphenyl)amino]quinazolin-5-yl}oxy)ethyl]-N-methylacetamide (obtained as described in Example 75, preparation of starting materials) to give the title compound as a white solid in 14% yield; NMR spectrum (DMSO-d6 373K) 1.95 (s, 3H), 2.23 (s, 3H), 2.43 (s, 3H), 3.57 (s, 3H), 3.88 (t, 2H), 4.47 (m, 2H), 5.15 (s, 2H), 6.29 (s, 1H), 7.05 (d, 1H), 7.15 (d, 1H), 7.34 (d, 1H), 7.48 ... Reactants: CC1(C(NC2=CC(=C(C=C12)NC(C)=O)[N+](=O)[O-])=O)C (N-(3,3-dimethyl-6-nitro-2-oxo-2,3-dihydro-1H-indol-5-yl)-acetamide), crude material, C1CCC2=NCCCN2CC1 (DBU), C(C)(C)(C)OC(=O)NC1=C(COS(=O)(=O)C)C=CC=C1 (methanesulfonic acid 2-tert-butoxycarbonylamino-benzyl ester), C(=O)([O-])[O-].[K+].[K+] (K2CO3). Run in CO (MeOH). Yields the product C(C)(C)(C)OC(NC1=C(C=CC=C1)CN1C(C(C2=CC(=C(C=C12)[N+](=O)[O-])N)(C)C)=O)=O ([2-(5-amino-3,3-dimethyl-6-nitro-2-oxo-2,3-dihydro-indol-1-ylmethyl)-phenyl]-carbamic acid tert-butyl ester). Yield: 115.6%. Reaction SMILES: [CH3:1][C:2]1([CH3:19])[C:10]2[C:5](=[CH:6][C:7]([N+:15]([O-:17])=[O:16])=[C:8]([NH:11]C(=O)C)[CH:9]=2)[NH:4][C:3]1=[O:18].[C:20]([O:24][C:25]([NH:27][C:28]1[CH:39]=[CH:38][CH:37]=[CH:36][C:29]=1[CH2:30]OS(C)(=O)=O)=[O:26])([CH3:23])([CH3:22])[CH3:21].C([O-])([O-])=O.[K+].[K+].C1CCN2C(=NCCC2)CC1>CO>[C:20]([O:24][C:25](=[O:26])[NH:27][C:28]1[CH:39]=[CH:38][CH:37]=[CH:36][C:29]=1[CH2:30][N:4]1[C:5]2[C:10](=[CH:9][C:8]([NH2:11])=[C:7]([N+:15]([O-:17])=[O:16])[CH:6]=2)[C:2]([CH3:1])([CH3:19])[C:3]1=[O:18])([CH3:23])([CH3:22])[CH3:21] |f:2.3.4|. Procedure: Analogously to general procedure (I) N-(3,3-dimethyl-6-nitro-2-oxo-2,3-dihydro-1H-indol-5-yl)-acetamide (0.55 g) is alkylated using methanesulfonic acid 2-tert-butoxycarbonylamino-benzyl ester (0.69 g; 2.09 mmol) and K2CO3 (0.99 g; 7.19 mmol) at RT for 18 h. After aqueous work-up the crude material is de-acetylated in MeOH (50 ml) using DBU (0.3 ml) at reflux. After aqueous work-up [2-(5-amino-3,3-dimethyl-6-nitro-2-oxo-2,3-dihydro-indol-1-ylmethyl)-phenyl]-carbamic acid tert-butyl ester (1.03 g... Starting materials: C1(CCCCC1)C(O)C1=C(OC(=C1)C1=NC=C(C=C1)F)C (cyclohexyl[5-(5-fluoropyridin-2-yl)-2-methylfuran-3-yl]methanol), S(=O)(Cl)Cl (thionyl chloride). The solvent is C1(=CC=CC=C1)C (toluene). Conditions: time 2 hour. Yields the product ClC(C=1C=C(OC1C)C1=NC=C(C=C1)F)C1CCCCC1 (2-{4-[chloro(cyclohexyl)methyl]-5-methylfuran-2-yl}-5-fluoropyridine). Yield: 100.0%. As a reaction SMILES: [CH:1]1([CH:7]([C:9]2[CH:13]=[C:12]([C:14]3[CH:19]=[CH:18][C:17]([F:20])=[CH:16][N:15]=3)[O:11][C:10]=2[CH3:21])O)[CH2:6][CH2:5][CH2:4][CH2:3][CH2:2]1.S(Cl)([Cl:24])=O>C1(C)C=CC=CC=1>[Cl:24][CH:7]([CH:1]1[CH2:6][CH2:5][CH2:4][CH2:3][CH2:2]1)[C:9]1[CH:13]=[C:12]([C:14]2[CH:19]=[CH:18][C:17]([F:20])=[CH:16][N:15]=2)[O:11][C:10]=1[CH3:21]. Reported procedure: To a solution of cyclohexyl[5-(5-fluoropyridin-2-yl)-2-methylfuran-3-yl]methanol (0.7 g) in toluene (10 mL) was added thionyl chloride (0.3 mL), and the mixture was stirred at room temperature for 2 hr. The solvent was evaporated under reduced pressure to give the title compound (0.7 g, 100%) as a yellow crystal. As a reaction SMILES: [Br:31][CH2:32][CH2:33][CH2:34][Br:35].[CH2:1]([N:2]1[CH2:3][CH2:4][N:5]([CH2:14][CH2:15][CH2:16][N:17]2[C:18](=[O:23])[CH2:19][CH2:20][CH:21]2[CH3:22])[CH2:6][CH2:7]1)[c:8]1[cH:9][cH:10][cH:11][cH:12][cH:13]1.[CH3:24][CH:25]1[NH:26][C:27](=[O:28])[CH2:29][CH2:30]1.[O:37]1[CH2:38][CH2:39][CH2:40][CH2:41]1.[OH2:36]>>[CH2:14]=[CH:15][CH2:16][N:17]1[C:18](=[O:23])[CH2:19][CH2:20][CH:21]1[CH3:22]. The reactants are BrCCCBr, CC1CCC(=O)N1CCCN1CCN(Cc2ccccc2)CC1, CC1CCC(=O)N1, C1CCOC1, O. The product is C=CCN1C(=O)CCC1C. The reactants are ClC1=CC=C(C2=CC=C(C=C2C2=NC3=CC=C(C=C3C=C2)C2=NC3=C(N2C2CCCCC2)C=CC(=C3)C(=O)O)C(NCCN(C)C)=O)C=C1 (2-{2-[4′-Chloro-4-(2-dimethylamino-ethylcarbamoyl)-biphen-2-yl]-quinolin-6-yl}-1-cyclohexyl-1H-benzoimidazole-5-carboxylic acid), NCC(=O)N (glycine-amide). Yields the product C(N)(=O)CNC(=O)C=1C=C(C(=CC1)C1=CC=C(C=C1)Cl)C1=NC2=CC=C(C=C2C=C1)C1=NC2=C(N1C1CCCCC1)C=CC(=C2)C(=O)O (2-{2-[4-(Carbamoylmethyl-carbamoyl)-4′-chloro-biphen-2-yl]-quinolin-6-yl}-1-cyclohexyl-1H-benzoimidazole-5-carboxylic acid). As a reaction SMILES: [Cl:1][C:2]1[CH:49]=[CH:48][C:5]([C:6]2[C:11]([C:12]3[CH:21]=[CH:20][C:19]4[C:14](=[CH:15][CH:16]=[C:17]([C:22]5[N:26]([CH:27]6[CH2:32][CH2:31][CH2:30][CH2:29][CH2:28]6)[C:25]6[CH:33]=[CH:34][C:35]([C:37]([OH:39])=[O:38])=[CH:36][C:24]=6[N:23]=5)[CH:18]=4)[N:13]=3)=[CH:10][C:9]([C:40](=[O:47])[NH:41][CH2:42][CH2:43][N:44](C)C)=[CH:8][CH:7]=2)=[CH:4][CH:3]=1.NCC(N)=[O:53]>>[C:43]([CH2:42][NH:41][C:40]([C:9]1[CH:10]=[C:11]([C:12]2[CH:21]=[CH:20][C:19]3[C:14](=[CH:15][CH:16]=[C:17]([C:22]4[N:26]([CH:27]5[CH2:28][CH2:29][CH2:30][CH2:31][CH2:32]5)[C:25]5[CH:33]=[CH:34][C:35]([C:37]([OH:39])=[O:38])=[CH:36][C:24]=5[N:23]=4)[CH:18]=3)[N:13]=2)[C:6]([C:5]2[CH:48]=[CH:49][C:2]([Cl:1])=[CH:3][CH:4]=2)=[CH:7][CH:8]=1)=[O:47])(=[O:53])[NH2:44]. Reported procedure: The title compound was synthesized as described for Compound 491, except glycine-amide was used instead of N1,N1-dimethyl-ethane-1,2-diamine. Reactants: C(C)OC(NN=CC=1N=C(NC1)CCC)=O (3-(2-n-propyl-4-imidazolylmethylene)carbazic acid ethyl ester), C1(=CC=CC=C1)OC1=CC=CC=C1 (diphenyl ether). Product: C(CC)C1=NC=C2N1C(NN=C2)=O (6-n-Propyl-imidazo[1,5-d]-as-triazin-4(3H)-one). As a reaction SMILES: C([O:3][C:4](=O)[NH:5][N:6]=[CH:7][C:8]1[N:9]=[C:10]([CH2:13][CH2:14][CH3:15])[NH:11][CH:12]=1)C.C1(OC2C=CC=CC=2)C=CC=CC=1>>[CH2:13]([C:10]1[N:9]2[C:4](=[O:3])[NH:5][N:6]=[CH:7][C:8]2=[CH:12][N:11]=1)[CH2:14][CH3:15]. Procedure: An 8.75 gm. portion of 3-(2-n-propyl-4-imidazolylmethylene)carbazic acid ethyl ester in 50 ml. of diphenyl ether is reacted as described in Example 70 giving the desired product, m.p. 159°-162.5° C.